Dataset: the Open Reaction Database (ORD), a public repository of structured organic reaction records. Task: describe an organic reaction: reactants, conditions, products, and yield Starting materials: CI, CN(C)C=O, [H-], CC(C)(C)OC(=O)N1CCC(CN=[N+]=[N-])C(O)C1, [Na+], O. The product is COC1CN(C(=O)OC(C)(C)C)CCC1CN=[N+]=[N-]. RXN SMILES: [CH3:21][I:22].[CH3:24][N:25]([CH3:26])[CH:27]=[O:28].[H-:1].[N:3](=[N+:4]=[N-:5])[CH2:6][CH:7]1[CH:8]([OH:20])[CH2:9][N:10]([C:13](=[O:14])[O:15][C:16]([CH3:17])([CH3:18])[CH3:19])[CH2:11][CH2:12]1.[Na+:2].[OH2:23]>>[N:3](=[N+:4]=[N-:5])[CH2:6][CH:7]1[CH:8]([O:20][CH3:21])[CH2:9][N:10]([C:13](=[O:14])[O:15][C:16]([CH3:17])([CH3:18])[CH3:19])[CH2:11][CH2:12]1.